This data is from the Open Reaction Database (ORD), a public repository of structured organic reaction records. The task is: describe an organic reaction: reactants, conditions, products, and yield Starting materials: C1=CC=CC=2C3=CC=CC=C3NC12 (Carbazole), IC=1C=C(C=CC1)C1=CC=C(C=C1)I (3,4′-diiodobiphenyl), C(=O)([O-])[O-].[K+].[K+] (K2CO3), C1COCCOCCOCCOCCOCCO1 (18-crown-6). Reagents/catalysts: [Cu] (copper). The solvent is ClC1=C(C=CC=C1)Cl (o-dichlorobenzene). The product is C1(=CC(=CC=C1)N1C2=CC=CC=C2C=2C=CC=CC12)C1=CC=C(C=C1)N1C2=CC=CC=C2C=2C=CC=CC12 (9,9′-(biphenyl-3,4′-diyl)bis(9H-carbazole)). The yield is 69.7%. RXN SMILES: [CH:1]1[C:13]2[NH:12][C:11]3[C:6](=[CH:7][CH:8]=[CH:9][CH:10]=3)[C:5]=2[CH:4]=[CH:3][CH:2]=1.I[C:15]1[CH:16]=[C:17]([C:21]2[CH:26]=[CH:25][C:24](I)=[CH:23][CH:22]=2)[CH:18]=[CH:19][CH:20]=1.C([O-])([O-])=O.[K+].[K+].C1O[CH2:50][CH2:49]OCCOCCOCCOCCOC1>ClC1C=CC=CC=1Cl.[Cu]>[C:17]1([C:21]2[CH:26]=[CH:25][C:24]([N:12]3[C:50]4[CH:49]=[CH:2][CH:3]=[CH:4][C:5]=4[C:6]4[C:11]3=[CH:10][CH:9]=[CH:8][CH:7]=4)=[CH:23][CH:22]=2)[CH:18]=[CH:19][CH:20]=[C:15]([N:12]2[C:11]3[CH:10]=[CH:9][CH:8]=[CH:7][C:6]=3[C:5]3[C:13]2=[CH:1][CH:2]=[CH:3][CH:4]=3)[CH:16]=1 |f:2.3.4|. Procedure: Carbazole (0.90 g, 5.42 mmol), 3,4′-diiodobiphenyl, K2CO3 (2.72 g, 19.7 mmol), copper powder (0.43 g, 6.77 mmol), and 18-crown-6 (0.13 g, 0.49 mmol) were dissolved in o-dichlorobenzene and heated to reflux for 48 h. The solution was filtered and the solvent removed in vacuo, the residue was recrystallized from MeOH to afford the product (0.83 g, 69.7%). 1H NMR (CDCl3) δ 8.22-8.16 (m, 4H), 7.93-7.65 (m, 8H), 7.56-7.49 (m, 8H), 7.47-7.28 (m, 4H). 13C NMR (CDCl3+DMSO-d6) δ 142.1, 140.8, 140.7, 139.... Starting materials: CC1=CC(=NN1CC1=CC=C(COC2=CC=C(C=C2)CCC(=O)OC)C=C1)C1=CC=CC=C1 (Methyl 3-[4-({4-[(5-methyl-3-phenyl-1H-pyrazol-1-yl)methyl]benzyl}oxy)phenyl]propanoate), Cl (hydrochloric acid). The solvent is CO (methanol), O1CCCC1 (tetrahydrofuran), [OH-].[Na+] (sodium hydroxide), O (water). Conditions: time 1 hour. The product is CC1=CC(=NN1CC1=CC=C(COC2=CC=C(C=C2)CCC(=O)O)C=C1)C1=CC=CC=C1 (3-[4-({4-[(5-methyl-3-phenyl-1H-pyrazol-1-yl)methyl]benzyl}oxy)phenyl]propanoic acid). The yield is 72.7%. As a reaction SMILES: [CH3:1][C:2]1[N:6]([CH2:7][C:8]2[CH:27]=[CH:26][C:11]([CH2:12][O:13][C:14]3[CH:19]=[CH:18][C:17]([CH2:20][CH2:21][C:22]([O:24]C)=[O:23])=[CH:16][CH:15]=3)=[CH:10][CH:9]=2)[N:5]=[C:4]([C:28]2[CH:33]=[CH:32][CH:31]=[CH:30][CH:29]=2)[CH:3]=1.Cl>CO.O1CCCC1.[OH-].[Na+].O>[CH3:1][C:2]1[N:6]([CH2:7][C:8]2[CH:9]=[CH:10][C:11]([CH2:12][O:13][C:14]3[CH:19]=[CH:18][C:17]([CH2:20][CH2:21][C:22]([OH:24])=[O:23])=[CH:16][CH:15]=3)=[CH:26][CH:27]=2)[N:5]=[C:4]([C:28]2[CH:33]=[CH:32][CH:31]=[CH:30][CH:29]=2)[CH:3]=1 |f:4.5|. Reported procedure: Methyl 3-[4-({4-[(5-methyl-3-phenyl-1H-pyrazol-1-yl)methyl]benzyl}oxy)phenyl]propanoate (220 mg, 0.5 mmol) was dissolved in a mixed solvent of methanol (3 mL) and tetrahydrofuran (3 mL), and 1 N aqueous sodium hydroxide solution (2 mL) was added. The mixture was stirred at room temperature for 1 hr. The reaction mixture was diluted with water, and neutralized with 1 N hydrochloric acid. The mixture was extracted with ethyl acetate. The ethyl acetate layer was dried using a Presep Dehydration tub... Starting materials: CC(C)(C)OC(=O)Nc1ccc2c(c1)S(=O)(=O)N=C(c1c(O)c3ccccc3n(NC3CCC3)c1=O)N2, ClCCl, O=C(O)C(F)(F)F. Yields the product Nc1ccc2c(c1)S(=O)(=O)N=C(c1c(O)c3ccccc3n(NC3CCC3)c1=O)N2. RXN SMILES: [CH:1]1([NH:5][n:6]2[c:7](=[O:37])[c:8]([C:17]3=[N:18][S:19](=[O:35])(=[O:36])[c:20]4[c:21]([cH:23][cH:24][c:25]([NH:27][C:28](=[O:29])[O:30][C:31]([CH3:32])([CH3:33])[CH3:34])[cH:26]4)[NH:22]3)[c:9]([OH:16])[c:10]3[cH:11][cH:12][cH:13][cH:14][c:15]23)[CH2:2][CH2:3][CH2:4]1.[Cl:45][CH2:46][Cl:47].[OH:38][C:39]([C:40]([F:41])([F:42])[F:43])=[O:44]>>[CH:1]1([NH:5][n:6]2[c:7](=[O:37])[c:8]([C:17]3=[N:18][S:19](=[O:35])(=[O:36])[c:20]4[c:21]([cH:23][cH:24][c:25]([NH2:27])[cH:26]4)[NH:22]3)[c:9]([OH:16])[c:10]3[cH:11][cH:12][cH:13][cH:14][c:15]23)[CH2:2][CH2:3][CH2:4]1. Reactants: CCOC(=O)CCC(=O)N(Cc1ccc(O)cc1)c1ccc(Cl)cc1Oc1cccc(CNC(=O)OC(C)(C)C)c1, CCO, Cl, [Na+], C1CCOC1, [OH-], O. Yields the product CC(C)(C)OC(=O)NCc1cccc(Oc2cc(Cl)ccc2N(Cc2ccc(O)cc2)C(=O)CCC(=O)O)c1. As a reaction SMILES: [C:3]([CH3:4])([CH3:5])([CH3:6])[O:7][C:8](=[O:9])[NH:10][CH2:11][c:12]1[cH:13][c:14]([O:15][c:16]2[c:17]([N:23]([C:24]([CH2:25][CH2:26][C:27](=[O:28])[O:29][CH2:30][CH3:31])=[O:32])[CH2:33][c:34]3[cH:35][cH:36][c:37]([OH:40])[cH:38][cH:39]3)[cH:18][cH:19][c:20]([Cl:22])[cH:21]2)[cH:41][cH:42][cH:43]1.[CH3:51][CH2:52][OH:53].[ClH:45].[Na+:2].[O:46]1[CH2:47][CH2:48][CH2:49][CH2:50]1.[OH-:1].[OH2:44]>>[C:3]([CH3:4])([CH3:5])([CH3:6])[O:7][C:8](=[O:9])[NH:10][CH2:11][c:12]1[cH:13][c:14]([O:15][c:16]2[c:17]([N:23]([C:24]([CH2:25][CH2:26][C:27](=[O:28])[OH:29])=[O:32])[CH2:33][c:34]3[cH:35][cH:36][c:37]([OH:40])[cH:38][cH:39]3)[cH:18][cH:19][c:20]([Cl:22])[cH:21]2)[cH:41][cH:42][cH:43]1.